Dataset: the Open Reaction Database (ORD), a public repository of structured organic reaction records. Task: describe an organic reaction: reactants, conditions, products, and yield Reactants: NC=1C=C(C=CC1)C1=NN2C(C=CC=C2)=C1C1=NC(=NC=C1)NC1=CC(=CC=C1)F (4-[2-(3-aminophenyl)pyrazolo[1,5-a]pyridin-3-yl]-N-(3-fluorophenyl)-2-pyrimidinamine), ClC1=NC=CC(=C1)C(=O)Cl (2-chloro-4-pyridinecarbonyl chloride), C1NCCC2=CC=C(C=C12)NC1=NC=CC(=N1)C=1C(=NN2C1C=CC=C2)C=2C=C(C=CC2)NC(C2=CC=CC=C2)=O (N-(3-{3-[2-(1,2,3,4-tetrahydro-7-isoquinolinylamino)-4-pyrimidinyl]-pyrazolo[1,5-a]pyridin-2-yl}phenyl)benzamide). Reaction SMILES: [NH2:1][C:2]1[CH:3]=[C:4]([C:8]2[C:16]([C:17]3[CH:22]=[CH:21][N:20]=[C:19]([NH:23][C:24]4[CH:29]=[CH:28][CH:27]=[C:26]([F:30])[CH:25]=4)[N:18]=3)=[C:11]3[CH:12]=[CH:13][CH:14]=[CH:15][N:10]3[N:9]=2)[CH:5]=[CH:6][CH:7]=1.[Cl:31][C:32]1[CH:37]=[C:36]([C:38](Cl)=[O:39])[CH:35]=[CH:34][N:33]=1.C1C2C(=CC=C(NC3N=C(C4C(C5C=C(NC(=O)C6C=CC=CC=6)C=CC=5)=NN5C=CC=CC=45)C=CN=3)C=2)CCN1>>[Cl:31][C:32]1[CH:37]=[C:36]([C:38]([NH:1][C:2]2[CH:7]=[CH:6][CH:5]=[C:4]([C:8]3[C:16]([C:17]4[CH:22]=[CH:21][N:20]=[C:19]([NH:23][C:24]5[CH:29]=[CH:28][CH:27]=[C:26]([F:30])[CH:25]=5)[N:18]=4)=[C:11]4[CH:12]=[CH:13][CH:14]=[CH:15][N:10]4[N:9]=3)[CH:3]=2)=[O:39])[CH:35]=[CH:34][N:33]=1. Procedure details: In a manner analogous to Example 66, 4-[2-(3-aminophenyl)pyrazolo[1,5-a]pyridin-3-yl]-N-(3-fluorophenyl)-2-pyrimidinamine and 2-chloro-4-pyridinecarbonyl chloride are used to prepare the title compound. HRMS calcd for C29H19ClFN7O: 535.1324, found: 536.1392 (M+H+). The product is ClC1=NC=CC(=C1)C(=O)NC1=CC(=CC=C1)C1=NN2C(C=CC=C2)=C1C1=NC(=NC=C1)NC1=CC(=CC=C1)F (2-Chloro-N-[3-(3-{2-[(3-fluorophenyl)amino]-4-pyrimidinyl}pyrazolo[1,5-a]pyridin-2-yl)phenyl]-4-pyridinecarboxamide). Starting materials: ClC1=NC=NC(=C1)OCC#C (4-chloro-6-(2-propynyloxy)pyrimidine), C([O-])([O-])=O.[K+].[K+] (potassium carbonate), COC1=C(C=CC=C1)O (2-methoxyphenol), [Cl-].[NH4+] (ammonium chloride). Solvent: CN(C=O)C (N,N-dimethylformamide). Reaction conditions: temperature 60 celsius, time 7 hour. The product is COC1=C(OC2=NC=NC(=C2)OCC#C)C=CC=C1 (4-(2-methoxyphenoxy)-6-(2-propynyloxy)pyrimidine). Yield: 98.7%. RXN SMILES: Cl[C:2]1[CH:7]=[C:6]([O:8][CH2:9][C:10]#[CH:11])[N:5]=[CH:4][N:3]=1.C(=O)([O-])[O-].[K+].[K+].[CH3:18][O:19][C:20]1[CH:25]=[CH:24][CH:23]=[CH:22][C:21]=1[OH:26].[Cl-].[NH4+]>CN(C)C=O>[CH3:18][O:19][C:20]1[CH:25]=[CH:24][CH:23]=[CH:22][C:21]=1[O:26][C:2]1[CH:7]=[C:6]([O:8][CH2:9][C:10]#[CH:11])[N:5]=[CH:4][N:3]=1 |f:1.2.3,5.6|. Procedure: To 5 ml of N,N-dimethylformamide were added 0.2 g of 4-chloro-6-(2-propynyloxy)pyrimidine, 0.25 g of potassium carbonate, and 0.18 g of 2-methoxyphenol, followed by stirring at 60° C. for 7 hours. The reaction mixture was then left for cooling to room temperature and poured into a saturated aqueous ammonium chloride solution, which was extracted three times with chloroform. The chloroform layers were combined, washed with diluted hydrochloric acid and then with water, and dried over anhydrous ma... The reactants are CC#N, COC=C1CCC2(CCC=CCC2)C1, Cl, O. The product is O=CC1CCC2(CCC=CCC2)C1. As a reaction SMILES: [CH3:17][C:18]#[N:19].[CH3:1][O:2][CH:3]=[C:4]1[CH2:5][C:6]2([CH2:7][CH2:8]1)[CH2:9][CH2:10][CH:11]=[CH:12][CH2:13][CH2:14]2.[ClH:15].[OH2:16]>>[O:2]=[CH:3][CH:4]1[CH2:5][C:6]2([CH2:7][CH2:8]1)[CH2:9][CH2:10][CH:11]=[CH:12][CH2:13][CH2:14]2. Starting materials: C(C1=CC=CC=C1)N1CC(CC1=O)NC(OC(C)(C)C)=O (tert-butyl 1-benzyl-5-oxo-3-pyrrolidinylcarbamate), Cl.O1CCOCC1 (hydrogen chloride dioxane), C(C)OCC (diethyl ether). Run in O1CCCC1 (tetrahydrofuran). Run at time 30 minute. The product is Cl.NC1CC(N(C1)CC1=CC=CC=C1)=O (4-amino-1-benzyl-2-pyrrolidinone hydrochloride). The yield is 101.6%. Reaction SMILES: [CH2:1]([N:8]1[C:12](=[O:13])[CH2:11][CH:10]([NH:14]C(=O)OC(C)(C)C)[CH2:9]1)[C:2]1[CH:7]=[CH:6][CH:5]=[CH:4][CH:3]=1.[ClH:22].O1CCOCC1.C(OCC)C>O1CCCC1>[ClH:22].[NH2:14][CH:10]1[CH2:9][N:8]([CH2:1][C:2]2[CH:3]=[CH:4][CH:5]=[CH:6][CH:7]=2)[C:12](=[O:13])[CH2:11]1 |f:1.2,5.6|. Reported procedure: In tetrahydrofuran (6 ml) was dissolved tert-butyl 1-benzyl-5-oxo-3-pyrrolidinylcarbamate (480 mg, 1.65 mmol), followed by adding thereto 4N-hydrogen chloride/dioxane (6.0 ml, 24 mmol), and the resulting mixture was stirred overnight at room temperature. After completion of the reaction, diethyl ether (35 ml) was added to the reaction solution, and the resulting mixture was stirred at room temperature for 30 minutes and the precipitate was collected by filtration. The precipitate was washed with... Starting materials: NH4OAc, FC1=C(C=CC(=C1)F)CO ((2,4-difluorophenyl)methanol), ClC1=NC=CC(=C1)I (2-chloro-4-iodopyridine), C(=O)([O-])[O-].[Cs+].[Cs+] (Cs2CO3), N1=CC=CC2=CC=C3C=CC=NC3=C12 (1,10-phenanthroline). Reagents/catalysts: [Cu]I (CuI). Solvent: C(=O)O.O (HCO2H H2O), C1(=CC=CC=C1)C (toluene). Run at temperature 105 celsius, time 4 day. The product is FC1=C(COC2=CC(NC=C2)=O)C=CC(=C1)F (4-(2,4-Difluorobenzyloxy)pyridin-2(1H)-one). Isolated yield 43.4%. Reaction SMILES: [F:1][C:2]1[CH:7]=[C:6]([F:8])[CH:5]=[CH:4][C:3]=1[CH2:9][OH:10].Cl[C:12]1[CH:17]=[C:16](I)[CH:15]=[CH:14][N:13]=1.C([O-])([O-])=[O:20].[Cs+].[Cs+].N1C2C(=CC=C3C=2N=CC=C3)C=CC=1>C1(C)C=CC=CC=1.[Cu]I.C(O)=O.O>[F:1][C:2]1[CH:7]=[C:6]([F:8])[CH:5]=[CH:4][C:3]=1[CH2:9][O:10][C:16]1[CH:15]=[CH:14][NH:13][C:12](=[O:20])[CH:17]=1 |f:2.3.4,8.9|. Procedure: A suspension of (2,4-difluorophenyl)methanol (4.86 g, 33.7 mmol), 2-chloro-4-iodopyridine (7.35 g, 30.7 mmol), Cs2CO3 (14.3 g, 43.8 mmol), CuI (5.83 g, 30.7 mmol) and 1,10-phenanthroline (1.11 g, 6.14 mmol) in toluene (20 mL) was degassed by bubbling N2 through the suspension for 15 min. The suspension was put under N2, and heated at 105° C. for 18 h. The suspension was cooled, EtOAc (50 mL) was added, and the resulting suspension was passed through a plug of SiO2. The resulting solution was con... As a reaction SMILES: Cl[C:2]1[C:11]2[C:6](=[CH:7][C:8]([C:14]3[C:15]([CH3:20])=[N:16][O:17][C:18]=3[CH3:19])=[C:9]([O:12][CH3:13])[CH:10]=2)[N:5]=[CH:4][C:3]=1[C:21]([NH2:23])=[O:22].[N:24]1[CH:29]=[CH:28][CH:27]=[CH:26][C:25]=1[C@H:30]([NH2:32])[CH3:31].CCN(C(C)C)C(C)C>CN1CCCC1=O.C(OCC)(=O)C.C(Cl)Cl>[CH3:20][C:15]1[C:14]([C:8]2[CH:7]=[C:6]3[C:11]([C:2]([NH:32][C@@H:30]([C:25]4[CH:26]=[CH:27][CH:28]=[CH:29][N:24]=4)[CH3:31])=[C:3]([C:21]([NH2:23])=[O:22])[CH:4]=[N:5]3)=[CH:10][C:9]=2[O:12][CH3:13])=[C:18]([CH3:19])[O:17][N:16]=1. Run at temperature 120 celsius, time 2 hour. Reactants: ClC1=C(C=NC2=CC(=C(C=C12)OC)C=1C(=NOC1C)C)C(=O)N (4-Chloro-7-(3,5-dimethyl-4-isoxazolyl)-6-(methyloxy)-3-quinolinecarboxamide), CCN(C(C)C)C(C)C (DIPEA), Intermediate 56, N1=C(C=CC=C1)[C@@H](C)N ([(1R)-1-(2-pyridinyl)ethyl]amine). Procedure details: 4-Chloro-7-(3,5-dimethyl-4-isoxazolyl)-6-(methyloxy)-3-quinolinecarboxamide (for a preparation see Intermediate 56, 50 g, 151 mmol,) and [(1R)-1-(2-pyridinyl)ethyl]amine (35.3 g, 181 mmol, NetChem) were dissolved in N-methyl-2-pyrrolidone (NMP, 250 ml). DIPEA (79 ml, 452 mmol) was added, the solution was heated at 120° C. overnight, cooled and diluted with ethyl acetate (1 l). The solution was washed with water (2×1 l), brine (500 ml), dried (sodium sulphate) and the solvent evaporated to give a... Run in C(Cl)Cl (DCM), C(C)(=O)OCC (ethyl acetate), CN1C(CCC1)=O (N-methyl-2-pyrrolidone), C(C)(=O)OCC (ethyl acetate). Yields the product CC1=NOC(=C1C1=C(C=C2C(=C(C=NC2=C1)C(=O)N)N[C@H](C)C1=NC=CC=C1)OC)C (7-(3,5-dimethyl-4-isoxazolyl)-6-(methyloxy)-4-{[(1R)-1-(2-pyridinyl)ethyl]amino}-3-quinolinecarboxamide).